Dataset: the Open Reaction Database (ORD), a public repository of structured organic reaction records. Task: describe an organic reaction: reactants, conditions, products, and yield The reactants are CC=1C(C=C(C(C1C)=O)C)=O (2,3,5-trimethyl-1,4-benzoquinone), C(C)O (ethanol), Cl.NO (hydroxylamine hydrochloride), Cl (hydrochloric acid). Solvent: O (water). Run at temperature 60 celsius, time 10 minute. Yields the product CC=1C(C=C(C(C1C)=O)C)=NO (2,3,5-Trimethyl-1,4-benzoquinone-1-mono-oxime). As a reaction SMILES: [CH3:1][C:2]1[C:3](=O)[CH:4]=[C:5]([CH3:10])[C:6](=[O:9])[C:7]=1[CH3:8].C(O)C.Cl.[NH2:16][OH:17].Cl>O>[CH3:1][C:2]1[C:3](=[N:16][OH:17])[CH:4]=[C:5]([CH3:10])[C:6](=[O:9])[C:7]=1[CH3:8] |f:2.3|. Procedure: To a solution of 2,3,5-trimethyl-1,4-benzoquinone (70 g, 0.51 mol) of hot ethanol (200 mL) was added a warm solution of hydroxylamine hydrochloride (35 g, 0.50 mol) and conc. hydrochloric acid (5 mL) in water (100 mL). The resulting red solution was stirred for 10 min at 60° C., stoppered and allowed to cool overnight in a refrigerator. The bright yellow precipitate was collected by vacuum filtration and dried to yield 63.9 g (83% yield) of crude product. Recrystallization from 50% aq. ethanol a... The reactants are C1CCOC1, O=C(O)c1cc(O)cc2cc(-c3ccc(O)cc3)oc12. Yields the product OCc1cc(O)cc2cc(-c3ccc(O)cc3)oc12. As a reaction SMILES: [CH2:21]1[O:22][CH2:23][CH2:24][CH2:25]1.[OH:1][c:2]1[cH:3][c:4]([C:18](=[O:19])[OH:20])[c:5]2[c:6]([cH:7][c:8](-[c:10]3[cH:11][cH:12][c:13]([OH:16])[cH:14][cH:15]3)[o:9]2)[cH:17]1>>[OH:1][c:2]1[cH:3][c:4]([CH2:18][OH:19])[c:5]2[c:6]([cH:7][c:8](-[c:10]3[cH:11][cH:12][c:13]([OH:16])[cH:14][cH:15]3)[o:9]2)[cH:17]1. RXN SMILES: [CH3:14][O-:15].[CH3:17][OH:18].[CH3:19][C:20]#[N:21].[Cl:1][c:2]1[n:3][cH:4][c:5]([O:12][CH3:13])[c:6]2[n:7]1[n:8][c:9]([NH2:11])[n:10]2.[Na+:16]>>[c:2]1([O:15][CH3:14])[n:3][cH:4][c:5]([O:12][CH3:13])[c:6]2[n:7]1[n:8][c:9]([NH2:11])[n:10]2. Reactants: C[O-], CO, CC#N, COc1cnc(Cl)n2nc(N)nc12, [Na+]. The product is COc1cnc(OC)n2nc(N)nc12. The reactants are COc1cccc(-c2csc(Br)n2)c1, O=C([O-])[O-], CN(C)C=O, [K+], [K+], CC(C)(C)OC(=O)N1CCNCC1, O. Product: COc1cccc(-c2csc(N3CCN(C(=O)OC(C)(C)C)CC3)n2)c1. As a reaction SMILES: [Br:1][c:2]1[s:3][cH:4][c:5](-[c:7]2[cH:8][c:9]([O:13][CH3:14])[cH:10][cH:11][cH:12]2)[n:6]1.[C:28](=[O:29])([O-:30])[O-:31].[CH3:35][N:36]([CH3:37])[CH:38]=[O:39].[K+:32].[K+:33].[N:15]1([C:21](=[O:22])[O:23][C:24]([CH3:25])([CH3:26])[CH3:27])[CH2:16][CH2:17][NH:18][CH2:19][CH2:20]1.[OH2:34]>>[c:2]1([N:18]2[CH2:17][CH2:16][N:15]([C:21](=[O:22])[O:23][C:24]([CH3:25])([CH3:26])[CH3:27])[CH2:20][CH2:19]2)[s:3][cH:4][c:5](-[c:7]2[cH:8][c:9]([O:13][CH3:14])[cH:10][cH:11][cH:12]2)[n:6]1.